Dataset: the Open Reaction Database (ORD), a public repository of structured organic reaction records. Task: describe an organic reaction: reactants, conditions, products, and yield Starting materials: CCCCCCCCSCCO, COC(=O)C(=C1NCCCS1)[N+](=O)[O-]. Yields the product CCCCCCCCSCCOC(=O)C(=C1NCCCS1)[N+](=O)[O-]. As a reaction SMILES: [CH2:15]([CH2:16][CH2:17][CH2:18][CH2:19][CH2:20][CH2:21][CH3:22])[S:23][CH2:24][CH2:25][OH:26].[N+:1](=[O:2])([O-:3])[C:4]([C:5](=[O:6])[O:7][CH3:8])=[C:9]1[S:10][CH2:11][CH2:12][CH2:13][NH:14]1>>[N+:1](=[O:2])([O-:3])[C:4]([C:5](=[O:6])[O:7][CH2:8][CH2:24][S:23][CH2:15][CH2:16][CH2:17][CH2:18][CH2:19][CH2:20][CH2:21][CH3:22])=[C:9]1[S:10][CH2:11][CH2:12][CH2:13][NH:14]1. Starting materials: BrC=1C=C2CCCN(C2=NC1C#N)C(=O)N (6-Bromo-7-cyano-3,4-dihydro-2H-[1,8]naphthyridine-1-carboxylic acid amide), CC1(OB(OC1(C)C)C=1C=C(C=NC1)C1(CCOCC1)O)C (4-[5-(4,4,5,5-tetramethyl-[1,3,2]dioxaborolan-2-yl)-pyridin-3-yl]-tetrahydro-pyran-4-ol). The product is C(#N)C1=C(C=C2CCCN(C2=N1)C(=O)N)C=1C=NC=C(C1)C1(CCOCC1)O (7-Cyano-6-[5-(4-hydroxy-tetrahydro-pyran-4-yl)-pyridin-3-yl]-3,4-dihydro-2H-[1,8]naphthyridine-1-carboxylic acid amide). As a reaction SMILES: Br[C:2]1[CH:3]=[C:4]2[C:9](=[N:10][C:11]=1[C:12]#[N:13])[N:8]([C:14]([NH2:16])=[O:15])[CH2:7][CH2:6][CH2:5]2.CC1(C)C(C)(C)OB([C:25]2[CH:26]=[C:27]([C:31]3([OH:37])[CH2:36][CH2:35][O:34][CH2:33][CH2:32]3)[CH:28]=[N:29][CH:30]=2)O1>>[C:12]([C:11]1[N:10]=[C:9]2[C:4]([CH2:5][CH2:6][CH2:7][N:8]2[C:14]([NH2:16])=[O:15])=[CH:3][C:2]=1[C:25]1[CH:30]=[N:29][CH:28]=[C:27]([C:31]2([OH:37])[CH2:32][CH2:33][O:34][CH2:35][CH2:36]2)[CH:26]=1)#[N:13]. Reported procedure: 6-Bromo-7-cyano-3,4-dihydro-2H-[1,8]naphthyridine-1-carboxylic acid amide is coupled with 4-[5-(4,4,5,5-tetramethyl-[1,3,2]dioxaborolan-2-yl)-pyridin-3-yl]-tetrahydro-pyran-4-ol (which is prepared according to Step 4 of Example 119) to give the titled product using Suzuki Coupling Method VI.